Dataset: the Open Reaction Database (ORD), a public repository of structured organic reaction records. Task: describe an organic reaction: reactants, conditions, products, and yield The reactants are C(#N)C=1C(=C2C=C(N(C2=CC1)CC1=CC=C(O1)C(=O)N)CCC)C(F)(F)F (5-{[5-cyano-2-propyl-4-(trifluoromethyl)-1H-indol-1-yl]methyl}-2-furancarboxamide), N1=CC=CC=C1 (pyridine), O=P(Cl)(Cl)Cl (POCl3). Solvent: C(Cl)Cl (CH2Cl2). Run at temperature 2.5 celsius, time 2 hour. Yields the product C(#N)C1=CC=C(O1)CN1C(=CC2=C(C(=CC=C12)C#N)C(F)(F)F)CCC (1-[(5-Cyano-2-furanyl)methyl]-2-propyl-4-(trifluoromethyl)-1H-indole-5-carbonitrile). The yield is 55.4%. RXN SMILES: [C:1]([C:3]1[C:4]([C:24]([F:27])([F:26])[F:25])=[C:5]2[C:9](=[CH:10][CH:11]=1)[N:8]([CH2:12][C:13]1[O:17][C:16]([C:18]([NH2:20])=O)=[CH:15][CH:14]=1)[C:7]([CH2:21][CH2:22][CH3:23])=[CH:6]2)#[N:2].N1C=CC=CC=1.O=P(Cl)(Cl)Cl>C(Cl)Cl>[C:18]([C:16]1[O:17][C:13]([CH2:12][N:8]2[C:9]3[C:5](=[C:4]([C:24]([F:26])([F:27])[F:25])[C:3]([C:1]#[N:2])=[CH:11][CH:10]=3)[CH:6]=[C:7]2[CH2:21][CH2:22][CH3:23])=[CH:14][CH:15]=1)#[N:20]. Procedure: A solution containing 5-{[5-cyano-2-propyl-4-(trifluoromethyl)-1H-indol-1-yl]methyl}-2-furancarboxamide (Example 271B) (0.388 g, 1.03 mmol), pyridine (10 mL) and CH2Cl2 (25 mL) was cooled to 0-5° C. This mixture was mixed with POCl3 (0.792 g, 5.17 mmol) and the resulting mixture was stirred at rt for 2 h. The reaction mixture was then partitioned between CH2Cl2 and saturated NaHCO3. The organics were washed with 1.0N HCl, dried (MgSO4) and concentrated to dryness. The residue was purified by fla...